From a dataset of the Open Reaction Database (ORD), a public repository of structured organic reaction records. describe an organic reaction: reactants, conditions, products, and yield Reactants: solution, C[Si](C)(C)[N-][Si](C)(C)C.[Na+] (NaN(TMS)2), BrCC1=NOC2=NC=CC=C21 (3-bromomethyl isoxazolo[5,4-b]pyridine), O=C1CC(N(C2=C(N1CC(=O)N(C1=CC=C(C=C1)OC)C(C)C)C=CC=C2)C2=CC=CC=C2)=O (2-(2,4-Dioxo-5-phenyl-2,3,4,5-tetrahydro-benzo[b][1,4]diazepin-1-yl)-N-isopropyl-N-(4-methoxy-phenyl) acetamide), Intermediate 4. Run in CN(C)C=O (DMF), C1CCOC1 (THF), CN(C)C=O (DMF). Reaction conditions: time 5 minute. The product is C(C)(C)N(C(CN1C2=C(N(C(C(C1=O)CC1=NOC3=NC=CC=C31)=O)C3=CC=CC=C3)C=CC=C2)=O)C2=CC=C(C=C2)OC (N-Isopropyl-2-(3-isoxazolo[5,4-b]pyridin-3-ylmethyl-2,4-dioxo-5-phenyl-2,3,4,5-tetrahydro-benzo[b][1,4]diazepin-1-yl)-N-(4-methoxy-phenyl) acetamide). Isolated yield 71.9%. Reaction SMILES: [O:1]=[C:2]1[N:8]([CH2:9][C:10]([N:12]([CH:21]([CH3:23])[CH3:22])[C:13]2[CH:18]=[CH:17][C:16]([O:19][CH3:20])=[CH:15][CH:14]=2)=[O:11])[C:7]2[CH:24]=[CH:25][CH:26]=[CH:27][C:6]=2[N:5]([C:28]2[CH:33]=[CH:32][CH:31]=[CH:30][CH:29]=2)[C:4](=[O:34])[CH2:3]1.C[Si]([N-][Si](C)(C)C)(C)C.[Na+].Br[CH2:46][C:47]1[C:55]2[C:50](=[N:51][CH:52]=[CH:53][CH:54]=2)[O:49][N:48]=1>CN(C=O)C.C1COCC1>[CH:21]([N:12]([C:13]1[CH:18]=[CH:17][C:16]([O:19][CH3:20])=[CH:15][CH:14]=1)[C:10](=[O:11])[CH2:9][N:8]1[C:2](=[O:1])[CH:3]([CH2:46][C:47]2[C:55]3[C:50](=[N:51][CH:52]=[CH:53][CH:54]=3)[O:49][N:48]=2)[C:4](=[O:34])[N:5]([C:28]2[CH:29]=[CH:30][CH:31]=[CH:32][CH:33]=2)[C:6]2[CH:27]=[CH:26][CH:25]=[CH:24][C:7]1=2)([CH3:23])[CH3:22] |f:1.2|. Procedure: To a stirring solution of 300 mg (0.66 mmol) of 2-(2,4-Dioxo-5-phenyl-2,3,4,5-tetrahydro-benzo[b][1,4]diazepin-1-yl)-N-isopropyl-N-(4-methoxy-phenyl) acetamide, prepared as in Intermediate 4, in 8 mL of DMF at 0° C. is added 0.78 mL (0.78 mmol, 1.2 equiv) of a 1.0M solution of NaN(TMS)2 in THF. The resulting solution is stirred 5 min, and a solution of 154 mg (0.972 mmol, 1.1 equiv.) of 3-bromomethyl isoxazolo[5,4-b]pyridine (Abignente, A.; De Capraris, P.; Stein, M. L. Farmaco Ed. Sci. 1975, 30... Starting materials: CCOC(=O)C(C)Br, CCO, [Na], Oc1ccc(C2CCOCC2)cc1. The product is CCOC(=O)C(C)Oc1ccc(C2CCOCC2)cc1. Reaction SMILES: [Br:15][CH:16]([C:17](=[O:18])[O:19][CH2:20][CH3:21])[CH3:22].[CH3:23][CH2:24][OH:25].[Na:14].[OH:1][c:2]1[cH:3][cH:4][c:5]([CH:8]2[CH2:9][CH2:10][O:11][CH2:12][CH2:13]2)[cH:6][cH:7]1>>[O:1]([c:2]1[cH:3][cH:4][c:5]([CH:8]2[CH2:9][CH2:10][O:11][CH2:12][CH2:13]2)[cH:6][cH:7]1)[CH:16]([C:17](=[O:18])[O:19][CH2:20][CH3:21])[CH3:22]. Starting materials: ClC1=C(C=C(C(=C1Cl)Cl)Cl)S(=O)(=O)N(CC)CC (2,3,4,5-tetrachloro-N,N-diethylbenzenesulfonamide), O.O.O.O.O.O.O.O.O.[S-2].[Na+].[Na+] (sodium sulfide-nonahydrate). Solvent: CO (methanol), CO (methanol). Yields the product ClC=1C(=C(C=C(C1Cl)Cl)S(=O)(=O)N(CC)CC)S (3,4,5-Trichloro-N,N-diethyl-2 (mercapto)benzenesulfonamide). As a reaction SMILES: Cl[C:2]1[C:7]([Cl:8])=[C:6]([Cl:9])[C:5]([Cl:10])=[CH:4][C:3]=1[S:11]([N:14]([CH2:17][CH3:18])[CH2:15][CH3:16])(=[O:13])=[O:12].O.O.O.O.O.O.O.O.O.[S-2:28].[Na+].[Na+]>CO>[Cl:8][C:7]1[C:2]([SH:28])=[C:3]([S:11]([N:14]([CH2:17][CH3:18])[CH2:15][CH3:16])(=[O:13])=[O:12])[CH:4]=[C:5]([Cl:10])[C:6]=1[Cl:9] |f:1.2.3.4.5.6.7.8.9.10.11.12|. Procedure details: To a mixture of 50 grams (0.15 mole) of 2,3,4,5-tetrachloro-N,N-diethylbenzenesulfonamide in 400 milliliters of methanol at reflux was added over a period of 1/2 hour, a solution of 100 grams (0.42 mole) of sodium sulfide-nonahydrate (Na2S-9H2O) in 400 milliliters of methanol. After the addition was complete, the mixture was refluxed for 3 hours. At the completion of this reaction, the mixture was allowed to cool and the sodium chloride which precipitated, was removed by filtration. The filtrate... Product: CCOc1ccccc1OS(=O)(=O)N=C=O. Reaction SMILES: [CH2:8]([CH3:9])[O:10][c:11]1[c:12]([OH:17])[cH:13][cH:14][cH:15][cH:16]1.[Cl:1][S:2](=[O:3])(=[O:4])[N:5]=[C:6]=[O:7].[c:18]1([CH3:19])[c:20]([CH3:21])[cH:22][cH:23][cH:24][cH:25]1>>[S:2](=[O:3])(=[O:4])([N:5]=[C:6]=[O:7])[O:17][c:12]1[c:11]([O:10][CH2:8][CH3:9])[cH:16][cH:15][cH:14][cH:13]1. The reactants are CCOc1ccccc1O, O=C=NS(=O)(=O)Cl, Cc1ccccc1C. Starting materials: CCOC(=O)C(=O)OCC, c1ccc(-c2ccc(-c3ccco3)cc2)cc1. Yields the product CCOC(=O)C(=O)c1ccc(-c2ccc(-c3ccccc3)cc2)o1. As a reaction SMILES: [C:18]([C:19](=[O:20])[O:21][CH2:22][CH3:23])(=[O:24])[O:25][CH2:26][CH3:27].[c:1]1(-[c:12]2[cH:13][cH:14][cH:15][cH:16][cH:17]2)[cH:2][cH:3][c:4](-[c:7]2[o:8][cH:9][cH:10][cH:11]2)[cH:5][cH:6]1>>[c:1]1(-[c:12]2[cH:13][cH:14][cH:15][cH:16][cH:17]2)[cH:2][cH:3][c:4](-[c:7]2[o:8][c:9]([C:18]([C:19](=[O:20])[O:21][CH2:22][CH3:23])=[O:24])[cH:10][cH:11]2)[cH:5][cH:6]1. The reactants are product, C1=C(C=CC2=CC=CC=C12)C1CCNCC1 (4-(naphthalen-2-yl)piperidine), C([O-])([O-])=O.[K+].[K+] (potassium carbonate), OC1=C(C=C2C(=O)OC(C2)C)C=CC=C1 (α-(2′-hydroxybenzylidene)-γ-valerolactone), S(=O)(=O)(OC[C@@H]1CO1)C1=CC=C([N+](=O)[O-])C=C1 ((S)-glycidyl nosylate). Reaction SMILES: C(=O)([O-])[O-].[K+].[K+].[OH:7][C:8]1[CH:21]=[CH:20][CH:19]=[CH:18][C:9]=1[CH:10]=[C:11]1[CH2:16][CH:15]([CH3:17])[O:14][C:12]1=[O:13].S(C1C=CC([N+]([O-])=O)=CC=1)(O[CH2:26][C@H:27]1[O:29][CH2:28]1)(=O)=O.[CH:39]1[C:48]2[C:43](=[CH:44][CH:45]=[CH:46][CH:47]=2)[CH:42]=[CH:41][C:40]=1[CH:49]1[CH2:54][CH2:53][NH:52][CH2:51][CH2:50]1>CO.CN(C)C=O>[OH:29][CH:27]([CH2:28][N:52]1[CH2:53][CH2:54][CH:49]([C:40]2[CH:41]=[CH:42][C:43]3[C:48](=[CH:47][CH:46]=[CH:45][CH:44]=3)[CH:39]=2)[CH2:50][CH2:51]1)[CH2:26][O:7][C:8]1[CH:21]=[CH:20][CH:19]=[CH:18][C:9]=1[CH:10]=[C:11]1[CH2:16][C@H:15]([CH3:17])[O:14][C:12]1=[O:13] |f:0.1.2|. Run in CN(C=O)C (Dimethylformamide), CO (methanol). Procedure details: Dimethylformamide (70 ml) and potassium carbonate (9.5 g) were added to α-(2′-hydroxybenzylidene)-γ-valerolactone (7 g) and (S)-glycidyl nosylate (8.9 g) was added. The mixture was stirred at 40° C. for 2 hr. The reaction mixture was concentrated under reduced pressure. Water was added and the mixture was extracted with ethyl acetate. The organic layer was dried over anhydrous sodium sulfate and concentrated under reduced pressure to give an oil. (7.5 g). By the reaction using this product (1.0 ... The product is OC(COC1=C(C=C2C(=O)O[C@H](C2)C)C=CC=C1)CN1CCC(CC1)C1=CC2=CC=CC=C2C=C1 ((S)-α-(2′-(2-hydroxy-3-(4-(naphthalen-2-yl)piperidino)propyloxy)benzylidene)-γ-valerolactone). Yield: 35.8%. Run at temperature 40 celsius, time 2 hour. Reactants: ClC=1C=CC2=C(C(=CC(O2)=O)CCCC#N)C1 (4-(6-Chloro-2-oxo-2H-1-benzopyran-4-yl)-butyronitrile), [Br-].C(#N)CCCC[Zn+] (4-cyanobutylzinc bromide). The product is ClC=1C=CC2=C(C(=CC(O2)=O)C(CCC#N)C)C1 (4-(6-Chloro-2-oxo-2H-1-benzopyran-4-yl)-pentanenitrile). RXN SMILES: [Cl:1][C:2]1[CH:3]=[CH:4][C:5]2[O:10][C:9](=[O:11])[CH:8]=[C:7]([CH2:12][CH2:13][CH2:14][C:15]#[N:16])[C:6]=2[CH:17]=1.[Br-].[C:19](CCCC[Zn+])#N>>[Cl:1][C:2]1[CH:3]=[CH:4][C:5]2[O:10][C:9](=[O:11])[CH:8]=[C:7]([CH:12]([CH3:19])[CH2:13][CH2:14][C:15]#[N:16])[C:6]=2[CH:17]=1 |f:1.2|. Procedure details: Is prepared via the method used for 4-(6-Chloro-2-oxo-2H-1-benzopyran-4-yl)-butyronitrile except 4-cyanobutylzinc bromide is used instead of 3-cyanopropylzinc bromide. Reactants: ClC=1C=C(C(=NC1)C(=O)C1=CC=CC=2NC(OC21)=O)NS(=O)(=O)C2=CC(=C(C=C2)C)C(F)(F)F (N-[5-chloro-2-(2-oxo-2,3-dihydro-benzooxazole-7-carbonyl)-pyridin-3-yl]-4-methyl-3-trifluoromethyl-benzenesulfonamide), [BH4-].[Na+] (NaBH4), CCOC(=O)C (EtOAc). The solvent is C1CCOC1 (THF), O (H2O). Reaction conditions: time 1 hour. The product is ClC=1C=C(C(=NC1)C(C1=CC=CC=2NC(OC21)=O)O)NS(=O)(=O)C2=CC(=C(C=C2)C)C(F)(F)F (N-{5-Chloro-2-[hydroxy-(2-oxo-2,3-dihydro-benzooxazol-7-yl)-methyl]-pyridin-3-yl}-4-methyl-3-trifluoromethyl-benzenesulfonamide). Reaction SMILES: [Cl:1][C:2]1[CH:3]=[C:4]([NH:20][S:21]([C:24]2[CH:29]=[CH:28][C:27]([CH3:30])=[C:26]([C:31]([F:34])([F:33])[F:32])[CH:25]=2)(=[O:23])=[O:22])[C:5]([C:8]([C:10]2[C:18]3[O:17][C:16](=[O:19])[NH:15][C:14]=3[CH:13]=[CH:12][CH:11]=2)=[O:9])=[N:6][CH:7]=1.[BH4-].[Na+].CCOC(C)=O>C1COCC1.O>[Cl:1][C:2]1[CH:3]=[C:4]([NH:20][S:21]([C:24]2[CH:29]=[CH:28][C:27]([CH3:30])=[C:26]([C:31]([F:34])([F:32])[F:33])[CH:25]=2)(=[O:23])=[O:22])[C:5]([CH:8]([OH:9])[C:10]2[C:18]3[O:17][C:16](=[O:19])[NH:15][C:14]=3[CH:13]=[CH:12][CH:11]=2)=[N:6][CH:7]=1 |f:1.2|. Procedure details: To a solution of N-[5-chloro-2-(2-oxo-2,3-dihydro-benzooxazole-7-carbonyl)-pyridin-3-yl]-4-methyl-3-trifluoromethyl-benzenesulfonamide (41 mg) in THF (1 mL) and H2O (0.1 mL) was added NaBH4 (10 mg). The mixture was stirred at room temperature for 1 h, diluted by EtOAc (3 mL) and quenched by saturated aqueous NH4Cl solution (1 mL). The organic layer was separated, dried (Na2SO4), filtered and evaporated in vacuo. The residue was purified by flash chromatography (silica) to afford the title compou...